Dataset: the Open Reaction Database (ORD), a public repository of structured organic reaction records. Task: describe an organic reaction: reactants, conditions, products, and yield Starting materials: C(C)(C)C=1C(NC(NC1OC1=CC(=CC(=C1)C)C)=O)=O (5-Isopropyl-6-(3,5-dimethylphenoxy)-2,4-pyrimidinedione), C(#N)C1=C(CBr)C=CC=C1 (2-cyanobenzyl bromide). Yields the product C(#N)C1=C(CN2C(NC(C(=C2OC2=CC(=CC(=C2)C)C)C(C)C)=O)=O)C=CC=C1 (1-(2-Cyanobenzyl)-5-isopropyl-6-(3,5-dimethylphenoxy)-2,4-pyrimidinedione). Yield: 39.5%. As a reaction SMILES: [CH:1]([C:4]1[C:5](=[O:20])[NH:6][C:7](=[O:19])[NH:8][C:9]=1[O:10][C:11]1[CH:16]=[C:15]([CH3:17])[CH:14]=[C:13]([CH3:18])[CH:12]=1)([CH3:3])[CH3:2].[C:21]([C:23]1[CH:30]=[CH:29][CH:28]=[CH:27][C:24]=1[CH2:25]Br)#[N:22]>>[C:21]([C:23]1[CH:30]=[CH:29][CH:28]=[CH:27][C:24]=1[CH2:25][N:8]1[C:9]([O:10][C:11]2[CH:12]=[C:13]([CH3:18])[CH:14]=[C:15]([CH3:17])[CH:16]=2)=[C:4]([CH:1]([CH3:3])[CH3:2])[C:5](=[O:20])[NH:6][C:7]1=[O:19])#[N:22]. Procedure: 5-Isopropyl-6-(3,5-dimethylphenoxy)-2,4-pyrimidinedione and 2-cyanobenzyl bromide were reacted by the same way with the example 1 to obtain the titled compound (154 mg, yield: 39.5%). The reactants are CC#N, CCN(C(C)C)C(C)C, CCNc1cccc(F)c1, O=C1CSC(=S)N1. Product: CCN(C1=NC(=O)CS1)c1cccc(F)c1. RXN SMILES: [CH3:27][C:28]#[N:29].[CH:18]([N:19]([CH2:20][CH3:21])[CH:22]([CH3:23])[CH3:24])([CH3:25])[CH3:26].[F:1][c:2]1[cH:3][c:4]([NH:8][CH2:9][CH3:10])[cH:5][cH:6][cH:7]1.[S:11]1[C:12](=[S:13])[NH:14][C:15](=[O:16])[CH2:17]1>>[F:1][c:2]1[cH:3][c:4]([N:8]([CH2:9][CH3:10])[C:12]2=[N:14][C:15](=[O:16])[CH2:17][S:11]2)[cH:5][cH:6][cH:7]1. Reactants: FC(C1=CC=C(C=N1)N)(F)F (6-(trifluoromethyl)pyridin-3-amine), N(=O)[O-].[Na+] (NaNO2), Cl[Sn]Cl.O (SnCl2.H2O). The solvent is Cl (HCl), Cl (HCl). Reaction conditions: time 30 minute. Product: N(N)C=1C=CC(=NC1)C(F)(F)F (5-hydrazinyl-2-(trifluoromethyl)pyridine). The yield is 42.7%. As a reaction SMILES: [F:1][C:2]([F:11])([F:10])[C:3]1[N:8]=[CH:7][C:6]([NH2:9])=[CH:5][CH:4]=1.[N:12]([O-])=O.[Na+].Cl[Sn]Cl.O>Cl>[NH:9]([C:6]1[CH:5]=[CH:4][C:3]([C:2]([F:1])([F:10])[F:11])=[N:8][CH:7]=1)[NH2:12] |f:1.2,3.4|. Procedure: To a cold solution of 6-(trifluoromethyl)pyridin-3-amine (1.5 g, 9.25 mmol) in 4N HCl (60.0 mL) was added aqueous solution of NaNO2 (0.766 g, 11.11 mmol) at 0° C. The reaction mass was stirred at same temperature for 30 minutes. The reaction mass was added to a solution of SnCl2.H2O in 4N HCl at 80° C. and further continued stirring for 5-6 h at same temperature. The reaction mass was cooled, basified and extracted with DCM. The organic layer was dried and concentrated to afford 0.700 g of the p...